From a dataset of the Open Reaction Database (ORD), a public repository of structured organic reaction records. describe an organic reaction: reactants, conditions, products, and yield The reactants are TEA, [N+](=O)([O-])C=1C=CC(=NC1)N (5-nitropyridin-2-amine), O (water), CC(C(=O)Cl)(C)C (2,2-dimethylpropanoyl chloride). Reagents/catalysts: CN(C)C=1C=CN=CC1 (DMAP). The solvent is C(Cl)Cl (DCM). Run at time 8 hour. The product is CC(C(=O)NC1=NC=C(C=C1)[N+](=O)[O-])(C)C (2,2-dimethyl-N-(5-nitropyridin-2-yl)propanamide). RXN SMILES: [N+:1]([C:4]1[CH:5]=[CH:6][C:7]([NH2:10])=[N:8][CH:9]=1)([O-:3])=[O:2].[CH3:11][C:12]([CH3:17])([CH3:16])[C:13](Cl)=[O:14].O>C(Cl)Cl.CN(C1C=CN=CC=1)C>[CH3:11][C:12]([CH3:17])([CH3:16])[C:13]([NH:10][C:7]1[CH:6]=[CH:5][C:4]([N+:1]([O-:3])=[O:2])=[CH:9][N:8]=1)=[O:14]. Reported procedure: 5-nitropyridin-2-amine (0.5 g, 3.59 mmol) was slurried in DCM (12 ml). TEA (2.5 ml, 18 mmol) and DMAP (88 mg, 0.72 mmol) were added. 2,2-dimethylpropanoyl chloride was added prop wise and the mixture stirred at RT overnight. The mixture was diluted into water (30 ml):saturated sodium bicarbonate (aq, 10 ml), extracted with DCM (3×30 ml), the organic fractions combined, washed with brine, dried over Na2SO4, filtered, and the volatiles removed in vacuum. The material was purified by chromatography... Starting materials: O (Water), C(=O)(N1C=NC=C1)N1C=NC=C1 (1,1′-Carbonyldiimidazole), NC(CO)C (2-amino-1-propanol), ClC=1C=CC(=C(OCC(=O)O)C1)C(=O)NCCN1CCN(CC1)CC1=CC(=C(C=C1)Cl)Cl (2-{5-Chloro-2-[({2-[4-(3,4-dichlorobenzyl)-1-piperazinyl]ethyl}amino)carbonyl]phenoxy}acetic acid). Run in CCOCC (ether), CN(C=O)C (N,N-dimethylformamide). Conditions: temperature 60 celsius. Yields the product ClC1=CC(=C(C(=O)NCCN2CCN(CC2)CC2=CC(=C(C=C2)Cl)Cl)C=C1)OCC(=O)NC(CO)C (4-Chloro-N-{2-[4-(3,4-dichlorobenzyl)-1-piperazinyl]ethyl}-2-{2-[(2-hydroxy-1-methylethyl)amino]-2-oxoethoxy}benzamide). As a reaction SMILES: [Cl:1][C:2]1[CH:3]=[CH:4][C:5]([C:13]([NH:15][CH2:16][CH2:17][N:18]2[CH2:23][CH2:22][N:21]([CH2:24][C:25]3[CH:30]=[CH:29][C:28]([Cl:31])=[C:27]([Cl:32])[CH:26]=3)[CH2:20][CH2:19]2)=[O:14])=[C:6]([CH:12]=1)[O:7][CH2:8][C:9](O)=[O:10].C(N1C=CN=C1)(N1C=CN=C1)=O.[NH2:45][CH:46]([CH3:49])[CH2:47][OH:48].O>CN(C)C=O.CCOCC>[Cl:1][C:2]1[CH:3]=[CH:4][C:5]([C:13]([NH:15][CH2:16][CH2:17][N:18]2[CH2:23][CH2:22][N:21]([CH2:24][C:25]3[CH:30]=[CH:29][C:28]([Cl:31])=[C:27]([Cl:32])[CH:26]=3)[CH2:20][CH2:19]2)=[O:14])=[C:6]([O:7][CH2:8][C:9]([NH:45][CH:46]([CH3:49])[CH2:47][OH:48])=[O:10])[CH:12]=1. Reported procedure: The product of Example 2 (0.3 g) was dissolved in N,N-dimethylformamide (3 ml). 1,1′-Carbonyldiimidazole (0.1 g) and 2-amino-1-propanol (5 molar equivalents) were added, the solution heated at 60° C. for 1.5 hours and cooled. Water and ether were added, the organic phase separated and concentrated to a gum which was purified by chromatography (dichloromethane:methanol, 9:1) to give the product as a solid (0.15 g), m.p. 115-116° C. Procedure details: Dissolve 3′-(4-fluoro-phenyl)-3,4,5,6-tetrahydro-2H-[1,2′]bipyrazinyl dihydrochloride (0.200 g, 0.604 mmol) in acetonitrile (10 mL). Add potassium carbonate (0.334 g, 2.415 mmol), potassium iodide (0.005 g, 0.030 mmol), and 4-(3-bromo-propyl)-1-methyl-1H-pyrazole (0.184 g, 0.906 mmol). Heat reaction at reflux for 14 hr. under nitrogen. Cool to room temperature and partition between water and ethyl acetate. Separate and extract aqueous with ethyl acetate. Combine organic portions, dry over sodium... Reactants: C([O-])([O-])=O.[K+].[K+] (potassium carbonate), Cl.Cl.FC1=CC=C(C=C1)C=1C(=NC=CN1)N1CCNCC1 (3′-(4-fluoro-phenyl)-3,4,5,6-tetrahydro-2H-[1,2′]bipyrazinyl dihydrochloride), BrCCCC=1C=NN(C1)C (4-(3-bromo-propyl)-1-methyl-1H-pyrazole). RXN SMILES: Cl.Cl.[F:3][C:4]1[CH:9]=[CH:8][C:7]([C:10]2[C:11]([N:16]3[CH2:21][CH2:20][NH:19][CH2:18][CH2:17]3)=[N:12][CH:13]=[CH:14][N:15]=2)=[CH:6][CH:5]=1.C(=O)([O-])[O-].[K+].[K+].Br[CH2:29][CH2:30][CH2:31][C:32]1[CH:33]=[N:34][N:35]([CH3:37])[CH:36]=1>C(#N)C.[I-].[K+]>[F:3][C:4]1[CH:9]=[CH:8][C:7]([C:10]2[C:11]([N:16]3[CH2:17][CH2:18][N:19]([CH2:29][CH2:30][CH2:31][C:32]4[CH:33]=[N:34][N:35]([CH3:37])[CH:36]=4)[CH2:20][CH2:21]3)=[N:12][CH:13]=[CH:14][N:15]=2)=[CH:6][CH:5]=1 |f:0.1.2,3.4.5,8.9|. The product is FC1=CC=C(C=C1)C=1C(=NC=CN1)N1CCN(CC1)CCCC=1C=NN(C1)C (3′-(4-fluoro-phenyl)-4-[3-(1-methyl-1H-pyrazol-4-yl)-propyl]-3,4,5,6-tetrahydro-2H-[1,2′]bipyrazinyl). Run in C(C)#N (acetonitrile). Yield: 84.4%. The reagents and catalysts are [I-].[K+] (potassium iodide). Starting materials: C1(CCCCC1)C=1C=C(C=CC1)O (m-cyclohexylphenol), C(C)OC(CCCBr)=O (4-bromobutyric acid ethyl ester). The solvent is CCCCCC (hexane). The product is C1(CCCCC1)C=1C=C(OCCCC(=O)O)C=CC1 (4-(m-cyclohexylphenoxy)-butyric acid). Reaction SMILES: [CH:1]1([C:7]2[CH:8]=[C:9]([OH:13])[CH:10]=[CH:11][CH:12]=2)[CH2:6][CH2:5][CH2:4][CH2:3][CH2:2]1.C([O:16][C:17](=[O:22])[CH2:18][CH2:19][CH2:20]Br)C>CCCCCC>[CH:1]1([C:7]2[CH:8]=[C:9]([CH:10]=[CH:11][CH:12]=2)[O:13][CH2:20][CH2:19][CH2:18][C:17]([OH:22])=[O:16])[CH2:2][CH2:3][CH2:4][CH2:5][CH2:6]1. Procedure details: Following an analogous procedure to that described in Examples 1 and 2, m-cyclohexylphenol and 4-bromobutyric acid ethyl ester give 4-(m-cyclohexylphenoxy)-butyric acid of melting point 83° -84° C (from hexane).